Dataset: the Open Reaction Database (ORD), a public repository of structured organic reaction records. Task: describe an organic reaction: reactants, conditions, products, and yield Starting materials: C(C)OCC=1N(C2=C(C=NC=3C=C(C=CC23)O)N1)CCC (2-(Ethoxymethyl)-1-propyl-1H-imidazo[4,5-c]quinolin-7-ol), N(=NC(=O)OC(C)C)C(=O)OC(C)C (diisopropyl azodicarboxylate), C1(=CC=CC=C1)P(C1=CC=CC=C1)C1=CC=CC=C1 (triphenylphosphine), OC1CCN(CC1)C(=O)OC(C)(C)C (tert-Butyl 4-hydroxypiperidine-1-carboxylate). Run in C1CCOC1 (THF). Reaction conditions: time 72 hour. The product is C(C)OCC=1N(C2=C(C=NC=3C=C(C=CC23)OC2CCN(CC2)C(=O)OC(C)(C)C)N1)CCC (tert-butyl 4-{[2-(ethoxymethyl)-1-propyl-1H-imidazo[4,5-c]quinolin-7-yl]oxy}piperidine-1-carboxylate). The yield is 105.1%. RXN SMILES: [CH2:1]([O:3][CH2:4][C:5]1[N:6]([CH2:19][CH2:20][CH3:21])[C:7]2[C:16]3[CH:15]=[CH:14][C:13]([OH:17])=[CH:12][C:11]=3[N:10]=[CH:9][C:8]=2[N:18]=1)[CH3:2].C1(P(C2C=CC=CC=2)C2C=CC=CC=2)C=CC=CC=1.O[CH:42]1[CH2:47][CH2:46][N:45]([C:48]([O:50][C:51]([CH3:54])([CH3:53])[CH3:52])=[O:49])[CH2:44][CH2:43]1.N(C(OC(C)C)=O)=NC(OC(C)C)=O>C1COCC1>[CH2:1]([O:3][CH2:4][C:5]1[N:6]([CH2:19][CH2:20][CH3:21])[C:7]2[C:16]3[CH:15]=[CH:14][C:13]([O:17][CH:42]4[CH2:47][CH2:46][N:45]([C:48]([O:50][C:51]([CH3:54])([CH3:53])[CH3:52])=[O:49])[CH2:44][CH2:43]4)=[CH:12][C:11]=3[N:10]=[CH:9][C:8]=2[N:18]=1)[CH3:2]. Procedure details: 2-(Ethoxymethyl)-1-propyl-1H-imidazo[4,5-c]quinolin-7-ol (3.00 g, 10.5 mmol) and triphenylphosphine (3.43 g, 13.1 mmol) were slurried in THF (105 mL) and cooled with an ice/water bath. tert-Butyl 4-hydroxypiperidine-1-carboxylate (2.64 g, 13.1 mmol) was added followed by the dropwise addition of diisopropyl azodicarboxylate (2.58 mL, 13.1 mmol). The water bath was removed and the mixture was stirred for 72 hours under nitrogen. The solvent was removed under reduced pressure and the residue was p... Reactants: C(C)(C)(C)OC(NC=1COCC(N1)(C)C1=C(C=CC(=C1)NCC=1OC=CC1)F)=O ((5-{2-fluoro-5-[(furan-2-ylmethyl)-amino]-phenyl}-5-methyl-5,6-dihydro-2H-[1,4]oxazin-3-yl)-carbamic acid tert-butyl ester), Cl.O1CCOCC1 (HCl dioxane), C(=O)(C(F)(F)F)O (TFA). Run at temperature 50 celsius, time 7 hour. The product is FC1=C(C=C(C=C1)NCC=1OC=CC1)C1(N=C(COC1)N)C (5-{2-Fluoro-5-[(furan-2-ylmethyl)-amino]-phenyl}-5-methyl-5,6-dihydro-2H-[1,4]oxazin-3-ylamine). RXN SMILES: C(OC(=O)[NH:7][C:8]1[CH2:9][O:10][CH2:11][C:12]([C:15]2[CH:20]=[C:19]([NH:21][CH2:22][C:23]3[O:24][CH:25]=[CH:26][CH:27]=3)[CH:18]=[CH:17][C:16]=2[F:28])([CH3:14])[N:13]=1)(C)(C)C.Cl.O1CCOCC1.C(O)(C(F)(F)F)=O>>[F:28][C:16]1[CH:17]=[CH:18][C:19]([NH:21][CH2:22][C:23]2[O:24][CH:25]=[CH:26][CH:27]=2)=[CH:20][C:15]=1[C:12]1([CH3:14])[CH2:11][O:10][CH2:9][C:8]([NH2:7])=[N:13]1 |f:1.2|. Procedure: A solution of (5-{2-fluoro-5-[(furan-2-ylmethyl)-amino]-phenyl}-5-methyl-5,6-dihydro-2H-[1,4]oxazin-3-yl)-carbamic acid tert-butyl ester (29 mg, 0.072 mmol) in 4M HCl/dioxane (0.719 ml, 2.88 mmol) was stirred at rt for 2 h, then heated at 50° C. for 2 h. TFA (0.005 ml, 0.072 mmol) was added and stirring at 50° C. was continued for 7 h. The reaction mixture was quenched with water and diluted with EtOAc. The phases were separated and the aq. layer was twice reextracted with EtOAc. The combined or... Starting materials: BrC1=C(C=C(C=C1)C1=CC=C(C=C1)Cl)C=C1C(C(OC1(C)C)(C)C)=O (4-[1-(4-bromo-4′-chlorobiphenyl-3-yl)-methylidene]-2,2,5,5-tetramethyldihydrofuran-3-one), OO (hydrogen peroxide), [OH-].[Li+] (lithium hydroxide). The solvent is CO (methanol). Conditions: temperature 35 celsius, time 45 minute. The product is BrC1=C(C=C(C=C1)C1=CC=C(C=C1)Cl)C1OC12C(OC(C2=O)(C)C)(C)C (2-(4-bromo-4′-chlorobiphenyl-3-yl)-4,4,6,6-tetramethyl-1,5-dioxaspiro[2.4]heptan-7-one). Isolated yield 76.2%. Reaction SMILES: [Br:1][C:2]1[CH:7]=[CH:6][C:5]([C:8]2[CH:13]=[CH:12][C:11]([Cl:14])=[CH:10][CH:9]=2)=[CH:4][C:3]=1[CH:15]=[C:16]1[C:20]([CH3:22])([CH3:21])[O:19][C:18]([CH3:24])([CH3:23])[C:17]1=[O:25].[OH:26]O.[OH-].[Li+]>CO>[Br:1][C:2]1[CH:7]=[CH:6][C:5]([C:8]2[CH:9]=[CH:10][C:11]([Cl:14])=[CH:12][CH:13]=2)=[CH:4][C:3]=1[CH:15]1[C:16]2([C:17](=[O:25])[C:18]([CH3:24])([CH3:23])[O:19][C:20]2([CH3:21])[CH3:22])[O:26]1 |f:2.3|. Procedure details: To a solution of 4-[1-(4-bromo-4′-chlorobiphenyl-3-yl)-methylidene]-2,2,5,5-tetramethyldihydrofuran-3-one (3.40 g, 9.03 mmol) in methanol (140 ml) at 35° C. is added 50% aqueous hydrogen peroxide (1.04 ml, 15.60 mmol), immediately followed by 2M aqueous lithium hydroxide (1.15 ml, 2.30 mmol). The reaction mixture is stirred for a further 45 minutes at 35° C., then allowed to cool to room temperature and quenched with saturated sodium metabisulfite. After extracting the product into diethyl ether... Reactants: solid, Cl.Cl.Cl.O1COC2=C1C=CC=C2N2CCN(CC2)CC[C@@H]2CC[C@H](CC2)N (Trans-4-[2-(4-Benzo[1,3]dioxol-4-yl-piperazin-1-yl)-ethyl]-cyclohexylamine trihydrochloride), Cl.Cl.Cl.O1COC2=C1C=CC=C2N2CCN(CC2)CC[C@@H]2CC[C@H](CC2)N (Trans-4-[2-(4-Benzo[1,3]dioxol-4-yl-piperazin-1-yl)-ethyl]-cyclohexylamine trihydrochloride), FC1=CC=C(C(=O)O)C=C1 (4-fluorobenzoic acid). Yields the product O1COC2=C1C=CC=C2N2CCN(CC2)CC[C@@H]2CC[C@H](CC2)NC(C2=CC=C(C=C2)F)=O (Trans-N-{4-[2-(4-Benzo[1,3]dioxol-4-yl-piperazin-1-yl)-ethyl]-cyclohexyl}-4-fluoro-benzamide). As a reaction SMILES: Cl.Cl.Cl.[O:4]1[C:8]2[CH:9]=[CH:10][CH:11]=[C:12]([N:13]3[CH2:18][CH2:17][N:16]([CH2:19][CH2:20][C@H:21]4[CH2:26][CH2:25][C@H:24]([NH2:27])[CH2:23][CH2:22]4)[CH2:15][CH2:14]3)[C:7]=2[O:6][CH2:5]1.[F:28][C:29]1[CH:37]=[CH:36][C:32]([C:33](O)=[O:34])=[CH:31][CH:30]=1>>[O:4]1[C:8]2[CH:9]=[CH:10][CH:11]=[C:12]([N:13]3[CH2:18][CH2:17][N:16]([CH2:19][CH2:20][C@H:21]4[CH2:26][CH2:25][C@H:24]([NH:27][C:33](=[O:34])[C:32]5[CH:36]=[CH:37][C:29]([F:28])=[CH:30][CH:31]=5)[CH2:23][CH2:22]4)[CH2:15][CH2:14]3)[C:7]=2[O:6][CH2:5]1 |f:0.1.2.3|. Reported procedure: The title compound, white solid (23.8 mg, 64.4%), MS (ISP) m/z=454.3 [(M+H)+], was prepared in accordance with the general method of example 1 from Trans-4-[2-(4-Benzo[1,3]dioxol-4-yl-piperazin-1-yl)-ethyl]-cyclohexylamine hydrochloride (Intermediate A) (30 mg, 81.5 mmol) and 4-fluorobenzoic acid. Reactants: C(CCC)C=1NC2=C(C=CC=C2C1)C(=O)OC (methyl 2-(n-butyl)indole-7-carboxylate), ClN1C(CCC1=O)=O (N-chlorosuccinimide), O (water). The solvent is CN(C=O)C (dimethylformamide). Conditions: time 16 hour. Yields the product C(CCC)C=1NC2=C(C=CC=C2C1Cl)C(=O)OC (methyl 2-(n-butyl)-3-chloroindole-7-carboxylate). RXN SMILES: [CH2:1]([C:5]1[NH:6][C:7]2[C:12]([CH:13]=1)=[CH:11][CH:10]=[CH:9][C:8]=2[C:14]([O:16][CH3:17])=[O:15])[CH2:2][CH2:3][CH3:4].[Cl:18]N1C(=O)CCC1=O.O>CN(C)C=O>[CH2:1]([C:5]1[NH:6][C:7]2[C:12]([C:13]=1[Cl:18])=[CH:11][CH:10]=[CH:9][C:8]=2[C:14]([O:16][CH3:17])=[O:15])[CH2:2][CH2:3][CH3:4]. Procedure details: To a solution of methyl 2-(n-butyl)indole-7-carboxylate (P) (0.3 g) in 6 ml of dimethylformamide at room temperature was added N-chlorosuccinimide (0.17 g). The solution was stirred at room temperature for 16 hours, then water was added, and the mixture extracted with ether. The extract was separated and solvent evaporated under reduced pressure, to give methyl 2-(n-butyl)-3-chloroindole-7-carboxylate, a compound of Formula (Q) where X is chloro, as an oil. Reported procedure: A 6-dram vial was charged with 6-bromo-8-cyclopentyl-5-methyl-2-[5-(4-methyl-piperazin-1-yl)-pyridin-2-ylamino]-8H-pyrido[2,3-d]pyrimidin-7-one (266 mg, 0.53 mmol) and tetrakis(triphenylphosphine)palladium(0) (61 mg, 0.053 mmol) and the atmosphere replaced with argon. Toluene (5 ml) was added followed by tributyl-(1-ethoxy-vinyl)-stannane (289 mg, 0.80 mmol). The vial was heated to 110° C. and stirred for 12 h. The reaction mixture was diluted with chloroform (25 ml) and adsorbed onto silica gel... Yields the product C1(CCCC1)N1C(C(=C(C2=C1N=C(N=C2)NC2=NC=C(C=C2)N2CCN(CC2)C)C)C(=C)OCC)=O (8-cyclopentyl-6-(1-ethoxy-vinyl)-5-methyl-2-[5-(4-methyl-piperazin-1-yl)-pyridin-2-ylamino]-8H-pyrido[2,3-d]pyrimidin-7-one). Reagents/catalysts: C=1C=CC(=CC1)[P](C=2C=CC=CC2)(C=3C=CC=CC3)[Pd]([P](C=4C=CC=CC4)(C=5C=CC=CC5)C=6C=CC=CC6)([P](C=7C=CC=CC7)(C=8C=CC=CC8)C=9C=CC=CC9)[P](C=1C=CC=CC1)(C=1C=CC=CC1)C=1C=CC=CC1 (tetrakis(triphenylphosphine)palladium(0)). As a reaction SMILES: Br[C:2]1[C:25](=[O:26])[N:24]([CH:27]2[CH2:31][CH2:30][CH2:29][CH2:28]2)[C:5]2[N:6]=[C:7]([NH:10][C:11]3[CH:16]=[CH:15][C:14]([N:17]4[CH2:22][CH2:21][N:20]([CH3:23])[CH2:19][CH2:18]4)=[CH:13][N:12]=3)[N:8]=[CH:9][C:4]=2[C:3]=1[CH3:32].C1(C)C=CC=CC=1.C([Sn](CCCC)(CCCC)[C:45]([O:47][CH2:48][CH3:49])=[CH2:46])CCC>C(Cl)(Cl)Cl.C1C=CC([P]([Pd]([P](C2C=CC=CC=2)(C2C=CC=CC=2)C2C=CC=CC=2)([P](C2C=CC=CC=2)(C2C=CC=CC=2)C2C=CC=CC=2)[P](C2C=CC=CC=2)(C2C=CC=CC=2)C2C=CC=CC=2)(C2C=CC=CC=2)C2C=CC=CC=2)=CC=1>[CH:27]1([N:24]2[C:5]3[N:6]=[C:7]([NH:10][C:11]4[CH:16]=[CH:15][C:14]([N:17]5[CH2:22][CH2:21][N:20]([CH3:23])[CH2:19][CH2:18]5)=[CH:13][N:12]=4)[N:8]=[CH:9][C:4]=3[C:3]([CH3:32])=[C:2]([C:45]([O:47][CH2:48][CH3:49])=[CH2:46])[C:25]2=[O:26])[CH2:28][CH2:29][CH2:30][CH2:31]1 |^1:65,67,86,105|. The reactants are BrC1=C(C2=C(N=C(N=C2)NC2=NC=C(C=C2)N2CCN(CC2)C)N(C1=O)C1CCCC1)C (6-bromo-8-cyclopentyl-5-methyl-2-[5-(4-methyl-piperazin-1-yl)-pyridin-2-ylamino]-8H-pyrido[2,3-d]pyrimidin-7-one), C(CCC)[Sn](C(=C)OCC)(CCCC)CCCC (tributyl-(1-ethoxy-vinyl)-stannane), C1(=CC=CC=C1)C (Toluene). The yield is 90.6%. Reaction conditions: temperature 110 celsius, time 12 hour. Solvent: C(Cl)(Cl)Cl (chloroform).